The task is: describe an organic reaction: reactants, conditions, products, and yield. This data is from the Open Reaction Database (ORD), a public repository of structured organic reaction records. The reactants are O=C([O-])[O-], CC#N, FC(F)=C(F)Cl, Oc1cnc(Cl)c(Cl)c1, [K+], [K+]. Yields the product FC(Cl)C(F)(F)Oc1cnc(Cl)c(Cl)c1. As a reaction SMILES: [C:16](=[O:17])([O-:18])[O-:19].[CH3:22][C:23]#[N:24].[Cl:1][C:2](=[C:3]([F:4])[F:5])[F:6].[Cl:7][c:8]1[cH:9][c:10]([OH:15])[cH:11][n:12][c:13]1[Cl:14].[K+:20].[K+:21]>>[Cl:1][CH:2]([C:3]([F:4])([F:5])[O:15][c:10]1[cH:9][c:8]([Cl:7])[c:13]([Cl:14])[n:12][cH:11]1)[F:6]. The reactants are C(\C=C\C(=O)O)(=O)O (fumaric acid), FC1=C(C=CC(=C1)F)C(=NO)C1CN(CC1)CC1=CC=CC=C1 ((2,4-difluorophenyl)[1-(phenylmethyl)-3-pyrrolidinyl]methanone oxime), [OH-].[K+] (potassium hydroxide), O (water). Run in C(C)O (ethanol), C(C)O (ethanol), C(C)O (ethanol). The product is C(\C=C\C(=O)O)(=O)O.FC1=CC2=C(C(=NO2)C2CN(CC2)CC2=CC=CC=C2)C=C1 (6-fluoro-3-[1-(phenylmethyl)-3-pyrrolidinyl]-1,2-benzisoxazole fumarate). Isolated yield 74.8%. As a reaction SMILES: F[C:2]1[CH:7]=[C:6]([F:8])[CH:5]=[CH:4][C:3]=1[C:9]([CH:12]1[CH2:16][CH2:15][N:14]([CH2:17][C:18]2[CH:23]=[CH:22][CH:21]=[CH:20][CH:19]=2)[CH2:13]1)=[N:10][OH:11].[OH-].[K+].O.[C:27]([OH:34])(=[O:33])/[CH:28]=[CH:29]/[C:30]([OH:32])=[O:31]>C(O)C>[C:27]([OH:34])(=[O:33])/[CH:28]=[CH:29]/[C:30]([OH:32])=[O:31].[F:8][C:6]1[CH:5]=[CH:4][C:3]2[C:9]([CH:12]3[CH2:16][CH2:15][N:14]([CH2:17][C:18]4[CH:23]=[CH:22][CH:21]=[CH:20][CH:19]=4)[CH2:13]3)=[N:10][O:11][C:2]=2[CH:7]=1 |f:1.2,6.7|. Procedure: A mixture of (2,4-difluorophenyl)[1-(phenylmethyl)-3-pyrrolidinyl]methanone oxime (10.8 g, 34.2 mmol), potassium hydroxide (10 g), water (100 ml), and ethanol (100 ml) was heated at reflux for 2 hours. At the end of the reaction, the solution was cooled and ethanol was removed on a rotary evaporator. The aqueous mixture was diluted with water (100 ml) then extracted with dichloromethane (500 ml). The organic solution was washed with brine and dried over anhydrous MgSO4. The solution was concentr... Starting materials: C(C)OC(=O)C1=C(SC=C1)C(F)F (2-Difluoromethyl-3-thiophenecarboxylic acid ethyl ester). The solvent is C(C)O (ethanol), O1CCCC1 (tetrahydrofuran), [OH-].[Na+] (sodium hydroxide). Run at time 1 hour. Yields the product FC(C=1SC=CC1C(=O)O)F (2-difluoromethyl-3-thiophenecarboxylic acid). Reaction SMILES: C([O:3][C:4]([C:6]1[CH:10]=[CH:9][S:8][C:7]=1[CH:11]([F:13])[F:12])=[O:5])C>C(O)C.O1CCCC1.[OH-].[Na+]>[F:13][CH:11]([F:12])[C:7]1[S:8][CH:9]=[CH:10][C:6]=1[C:4]([OH:5])=[O:3] |f:3.4|. Reported procedure: 3-Thiophenecarboxylic acid (3.48 g) was dissolved in tetrahydrofuran (50 ml), and N,N,N',N'-tetramethylethylenediamine (10 ml) was added. The mixture was cooled to -78° C., and n-butyllithium (1.6M in hexane, 41.3 ml) was slowly added dropwise. The mixture was stirred at the same temperature for 1 hour, and N,N-dimethylformamide (4.6 ml) was added dropwise. The mixture was warmed to room temperature and stirred for 15 hours. The reaction mixture was acidified with 1N hydrochloric acid and extrac... Yield: 74.0%. Reaction conditions: temperature 80 celsius. Reaction SMILES: S(=O)(=O)(O)[OH:2].[Br:6][C:7]1[CH:12]=[CH:11][C:10]([NH:13][C:14](=[O:18])[CH:15]=NO)=[C:9]([CH2:19][CH3:20])[CH:8]=1>O>[Br:6][C:7]1[CH:12]=[C:11]2[C:10](=[C:9]([CH2:19][CH3:20])[CH:8]=1)[NH:13][C:14](=[O:18])[C:15]2=[O:2]. Procedure: To a solution of sulfuric acid (100 mL) and water (10 mL) at 80° C. (oil bath) was added N-(4-bromo-2-ethyl-phenyl)-2-hydroximino-acetoamide (61.0 g, 225 mmol) in small portions over 20 minutes. The reaction mixture was heated at 80° C. (oil bath) for 15 minutes. After cooling to room temperature, ice-water (500 mL) was added and the mixture was extracted with ethyl acetate. Extracts were washed with saturated sodium bicarbonate solution, dried over magnesium sulfate, and concentrated under redu... Reactants: S(O)(O)(=O)=O (sulfuric acid), BrC1=CC(=C(C=C1)NC(C=NO)=O)CC (N-(4-bromo-2-ethyl-phenyl)-2-hydroximino-acetoamide), ice water. The product is BrC=1C=C2C(C(NC2=C(C1)CC)=O)=O (5-Bromo-7-ethyl-1H-indole-2,3-dione). The solvent is O (water). Starting materials: O=C([O-])[O-], [Cu], [F-], OCc1cccc(I)c1, [K+], [K+], [K+], CN(C)C=O, c1c[nH]cn1. Yields the product OCc1cccc(-n2ccnc2)c1. RXN SMILES: [C:15](=[O:16])([O-:17])[O-:18].[Cu:28].[F-:21].[I:1][c:2]1[cH:3][c:4]([CH2:5][OH:6])[cH:7][cH:8][cH:9]1.[K+:19].[K+:20].[K+:22].[O:23]=[CH:24][N:25]([CH3:26])[CH3:27].[nH:10]1[cH:11][n:12][cH:13][cH:14]1>>[c:2]1(-[n:10]2[cH:11][n:12][cH:13][cH:14]2)[cH:3][c:4]([CH2:5][OH:6])[cH:7][cH:8][cH:9]1. Reactants: ClC1=[N+](C=C(C=C1)C)[O-] (2-chloro-5-methylpyridine-1-oxide), [N+](=O)(O)[O-] (nitric acid), C([O-])([O-])=O.[Na+].[Na+] (Sodium carbonate). Run in S(O)(O)(=O)=O (sulfuric acid). Conditions: temperature 100 celsius, time 2 hour. Yields the product ClC1=[N+](C=C(C(=C1)[N+](=O)[O-])C)[O-] (2-chloro-5-methyl-4-nitropyridine-1-oxide). Yield: 80.0%. As a reaction SMILES: [N+:1]([O-:4])(O)=[O:2].[Cl:5][C:6]1[CH:11]=[CH:10][C:9]([CH3:12])=[CH:8][N+:7]=1[O-:13].C(=O)([O-])[O-].[Na+].[Na+]>S(=O)(=O)(O)O>[Cl:5][C:6]1[CH:11]=[C:10]([N+:1]([O-:4])=[O:2])[C:9]([CH3:12])=[CH:8][N+:7]=1[O-:13] |f:2.3.4|. Procedure: To a mixture of 165 mL of nitric acid and 209 mL of sulfuric acid was slowly added 56.4 g of 2-chloro-5-methylpyridine-1-oxide. The reaction mixture was stirred at 100° C. for two hours, cooled to room temperature, and added to ice. Sodium carbonate was added to adjust the pH to about pH 2 to pH 3. The resulting yellow solid was separated by filtration and washed with ice-water. The combined filtrates were extracted with hot chloroform. The extracts were combined, dried over sodium sulfate, and ...